This data is from the Open Reaction Database (ORD), a public repository of structured organic reaction records. The task is: describe an organic reaction: reactants, conditions, products, and yield Reactants: N1=C(C=NC=C1)C1=NC(=NC=C1)NCC1=CC=C(C(=O)O)C=C1 (4-[(4-Pyrazin-2-yl-pyrimidin-2-ylamino)-methyl]-benzoic acid), CN(/C=C/C(=O)C=1C=NC=CC1)C ((E)-3-(dimethylamino)-1-(pyridin-3-yl)prop-2-en-1-one), product, N(C(=N)N)C1=CC=C(C(=O)O)C=C1 (4-guanidinobenzoic acid), CN(C)/C=C/C(=O)C1=NC=CN=C1 (3-Dimethylamino-1-pyrazin-2-yl-propenone). Product: N1=CC(=CC=C1)C1=NC(=NC=C1)NC1=CC=C(C(=O)O)C=C1 (4-(4-(Pyridin-3-yl)pyrimidin-2-ylamino)benzoic acid). As a reaction SMILES: N1C=CN=CC=1C1C=CN=[C:9]([NH:13][CH2:14][C:15]2[CH:23]=[CH:22][C:18](C(O)=O)=[CH:17][CH:16]=2)N=1.[NH:24]([C:28]1[CH:36]=[CH:35][C:31]([C:32]([OH:34])=[O:33])=[CH:30][CH:29]=1)[C:25]([NH2:27])=[NH:26].CN(/C=C/C(C1C=NC=CN=1)=O)C.CN(C)/C=C/C(C1C=NC=CC=1)=O>>[N:13]1[CH:9]=[CH:17][CH:16]=[C:15]([C:23]2[CH:22]=[CH:18][N:27]=[C:25]([NH:24][C:28]3[CH:36]=[CH:35][C:31]([C:32]([OH:34])=[O:33])=[CH:30][CH:29]=3)[N:26]=2)[CH:14]=1. Reported procedure: Title compound was prepared according to the procedure described for the synthesis of compound 25a (scheme 6, step 3) replacing the guanindine 24 by 4-guanidinobenzoic acid (344) (Zlatoidsky P., Maliar T. Eur. J. Med. Chem Chim. Ther.; 1996, 31, 895-900) and (E)-3-(dimethylamino)-1-(pyrazin-2-yl)-prop-2-en-1-one (23a) by (E)-3-(dimethylamino)-1-(pyridin-3-yl)prop-2-en-1-one (345) (Zimmermann J., Buchdunger E., et al. Bioorg. Med. Chem. Lett., 1996, 6, 1221-1226). Yield of the product 28%. MS (m/... Starting materials: COC=1C=C2C=CC(=CC2=CC1)C=CC(C)=O (4-(6-Methoxy-2-naphthyl)-but-3-en-2-one), C([O-])([O-])=O.[K+].[K+] (potassium carbonate). The reagents and catalysts are [Pd] (Pd/C). Run in C(C)(=O)OCC (ethyl acetate). Reaction conditions: time 15 minute. Yields the product CC(=O)CCC=1C=CC=2C=C(C=CC2C1)OC (nabumetone). Yield: 94.4%. Reaction SMILES: [CH3:1][O:2][C:3]1[CH:4]=[C:5]2[C:10](=[CH:11][CH:12]=1)[CH:9]=[C:8]([CH:13]=[CH:14][C:15](=[O:17])[CH3:16])[CH:7]=[CH:6]2.C(=O)([O-])[O-].[K+].[K+]>C(OCC)(=O)C.[Pd]>[CH3:16][C:15]([CH2:14][CH2:13][C:8]1[CH:7]=[CH:6][C:5]2[CH:4]=[C:3]([O:2][CH3:1])[CH:12]=[CH:11][C:10]=2[CH:9]=1)=[O:17] |f:1.2.3|. Procedure: 4-(6-Methoxy-2-naphthyl)-but-3-en-2-one (100.0 g, 0.442 mol), (6.0 g), and potassium carbonate (13 g) were slurried in ethyl acetate (1100 mL), stirred 15 minutes, and 5% Pd/C (9.0 g) was added. The flask was purged with H2, a H2 balloon was added, and the reaction was followed by GC. After 12.5 hours, the reaction mass was filtered, washed with H2O (2×150 mL), dried (Na2SO4), filtered, and concentrated in vacuo, affording 95.3 g (95%) of nabumetone (93% purity, 98.5:1.5 ketone:alcohol ratio). T... Reactants: C1=C(C=CC2=CC=CC=C12)C=O (2-naphthaldehyde), CN(CCCN)C (3-dimethylaminopropylamine). Run in C1=CC=CC=C1 (benzene). The product is CN(CCCN=CC1=CC2=CC=CC=C2C=C1)C (N,N-Dimethyl-N'-(2-naphthalenylmethylene)-1,3-propanediamine). The yield is 93.4%. RXN SMILES: [CH:1]1[C:10]2[C:5](=[CH:6][CH:7]=[CH:8][CH:9]=2)[CH:4]=[CH:3][C:2]=1[CH:11]=O.[CH3:13][N:14]([CH3:19])[CH2:15][CH2:16][CH2:17][NH2:18]>C1C=CC=CC=1>[CH3:13][N:14]([CH3:19])[CH2:15][CH2:16][CH2:17][N:18]=[CH:11][C:2]1[CH:3]=[CH:4][C:5]2[C:10](=[CH:9][CH:8]=[CH:7][CH:6]=2)[CH:1]=1. Reported procedure: Interaction of 15.6 g of 2-naphthaldehyde and 10.2 g of 3-dimethylaminopropylamine in 80 ml. of benzene following the procedure described in Example 1 yields 22.4 g of oily product; boiling point 146°-149° C. at 0.1-0.2 mm. of Hg. The material solidifies when stored in the cold, melting point 29°-31° C. Reactants: C(C)(C)N1N=CN=C1C=1SC=2CCOC3=C(C2N1)C=CC(=C3)C3CN(C3)C(=O)O (3-[2-(2-isopropyl-2H-[1,2,4]triazol-3-yl)-4,5-dihydro-6-oxa-3-thia-1-aza-benzo[e]azulen-8-yl]-azetidine-1-carboxylic acid), butyl ester, C(=O)(C(F)(F)F)O (TFA). Run in C(Cl)Cl (DCM). Reaction SMILES: [CH:1]([N:4]1[C:8]([C:9]2[S:10][C:11]3[CH2:12][CH2:13][O:14][C:15]4[CH:22]=[C:21]([CH:23]5[CH2:26][N:25](C(O)=O)[CH2:24]5)[CH:20]=[CH:19][C:16]=4[C:17]=3[N:18]=2)=[N:7][CH:6]=[N:5]1)([CH3:3])[CH3:2].C(O)(C(F)(F)F)=O>C(Cl)Cl>[NH:25]1[CH2:26][CH:23]([C:21]2[CH:20]=[CH:19][C:16]3[C:17]4[N:18]=[C:9]([C:8]5[N:4]([CH:1]([CH3:3])[CH3:2])[N:5]=[CH:6][N:7]=5)[S:10][C:11]=4[CH2:12][CH2:13][O:14][C:15]=3[CH:22]=2)[CH2:24]1. Run at time 4 hour. Reported procedure: A solution of 3-[2-(2-isopropyl-2H-[1,2,4]triazol-3-yl)-4,5-dihydro-6-oxa-3-thia-1-aza-benzo[e]azulen-8-yl]-azetidine-1-carboxylic acid tent-butyl ester (0.5 g, 1.1 mmol) in DCM (6.5 mL) was treated with TFA (6.5 mL). The reaction mixture was stirred at RT for 4 hours then concentrated in vacuo. The residue was azeotroped with DCM then dissolved in DCM and washed with an aqueous saturated sodium bicarbonate solution (×2) followed by brine. The mixture was passed through a phase separator cartrid... Product: N1CC(C1)C1=CC2=C(C=3N=C(SC3CCO2)C=2N(N=CN2)C(C)C)C=C1 (8-Azetidin-3-yl-2-(2-isopropyl-2H-[1,2,4]triazol-3-yl)-4,5-dihydro-6-oxa-3-thia-1-aza-benzo[e]azulene).